Dataset: the Open Reaction Database (ORD), a public repository of structured organic reaction records. Task: describe an organic reaction: reactants, conditions, products, and yield Starting materials: FC=1C=C(C=C(C1)F)C1=NN(C(C=C1)=O)CC=1C=C(C(=O)NCC=O)C=CC1 (3-[3-(3,5-difluorophenyl)-6-oxo-6H-pyridazin-1-ylmethyl]-N-(2-oxoethyl)benzamide), COC(=O)NS(=O)(=O)[N+](CC)(CC)CC.C[N+](C)(C)CC(=O)O ((methoxycarbonylsulfamoyl)triethylammonium betaine). Solvent: C1CCOC1 (THF). The product is FC=1C=C(C=C(C1)F)C=1C=CC(N(N1)CC1=CC(=CC=C1)C=1OC=CN1)=O (6-(3,5-difluorophenyl)-2-(3-oxazol-2-ylbenzyl)-2H-pyridazin-3-one). As a reaction SMILES: [F:1][C:2]1[CH:3]=[C:4]([C:9]2[CH:14]=[CH:13][C:12](=[O:15])[N:11]([CH2:16][C:17]3[CH:18]=[C:19]([CH:26]=[CH:27][CH:28]=3)[C:20]([NH:22][CH2:23][CH:24]=O)=[O:21])[N:10]=2)[CH:5]=[C:6]([F:8])[CH:7]=1.COC(NS([N+](CC)(CC)CC)(=O)=O)=O.C[N+](CC(O)=O)(C)C>C1COCC1>[F:1][C:2]1[CH:3]=[C:4]([C:9]2[CH:14]=[CH:13][C:12](=[O:15])[N:11]([CH2:16][C:17]3[CH:28]=[CH:27][CH:26]=[C:19]([C:20]4[O:21][CH:24]=[CH:23][N:22]=4)[CH:18]=3)[N:10]=2)[CH:5]=[C:6]([F:8])[CH:7]=1 |f:1.2|. Reported procedure: A solution of 1.01 g (2.64 mmol) of 3-[3-(3,5-difluorophenyl)-6-oxo-6H-pyridazin-1-ylmethyl]-N-(2-oxoethyl)benzamide and 1.26 g (5.27 mmol) of (methoxycarbonylsulfamoyl)triethylammonium betaine (Burgess reagent) in 5.3 ml of THF is stirred at a temperature of 150° C. in a sealed vessel for 5 minutes. The reaction mixture is partitioned between saturated sodium hydrogencarbonate solution and dichloromethane. The organic phase is dried over sodium sulfate and evaporated. The residue is chromatogra... The reactants are Cl, N#CCC(O)CO, Cc1ccc(S(=O)(=O)Cl)cc1, c1ccncc1. Product: Cc1ccc(S(=O)(=O)OCC(O)CC#N)cc1. As a reaction SMILES: [ClH:19].[OH:1][CH:2]([CH2:3][C:4]#[N:5])[CH2:6][OH:7].[S:8](=[O:9])(=[O:10])([c:11]1[cH:12][cH:13][c:14]([CH3:15])[cH:16][cH:17]1)[Cl:18].[cH:20]1[cH:21][cH:22][n:23][cH:24][cH:25]1>>[OH:1][CH:2]([CH2:3][C:4]#[N:5])[CH2:6][O:7][S:8](=[O:9])(=[O:10])[c:11]1[cH:12][cH:13][c:14]([CH3:15])[cH:16][cH:17]1. Reactants: CC(C)(C)OC(=O)NC(Cc1ccc(O)cc1)C(=O)NCC(=O)NCC(=O)NC(Cc1ccccc1)C(=O)OCc1ccccc1, CO, [H][H], [Pd]. The product is CC(C)(C)OC(=O)NC(Cc1ccc(O)cc1)C(=O)NCC(=O)NCC(=O)NC(Cc1ccccc1)C(=O)O. RXN SMILES: [CH2:1]([c:2]1[cH:3][cH:4][cH:5][cH:6][cH:7]1)[O:8][C:9]([CH:10]([NH:11][C:12]([CH2:13][NH:14][C:15]([CH2:16][NH:17][C:18]([CH:19]([NH:20][C:21](=[O:22])[O:23][C:24]([CH3:25])([CH3:26])[CH3:27])[CH2:28][c:29]1[cH:30][cH:31][c:32]([OH:35])[cH:33][cH:34]1)=[O:36])=[O:37])=[O:38])[CH2:39][c:40]1[cH:41][cH:42][cH:43][cH:44][cH:45]1)=[O:46].[CH3:50][OH:51].[H:47][H:48].[Pd:49]>>[O:8]=[C:9]([CH:10]([NH:11][C:12]([CH2:13][NH:14][C:15]([CH2:16][NH:17][C:18]([CH:19]([NH:20][C:21](=[O:22])[O:23][C:24]([CH3:25])([CH3:26])[CH3:27])[CH2:28][c:29]1[cH:30][cH:31][c:32]([OH:35])[cH:33][cH:34]1)=[O:36])=[O:37])=[O:38])[CH2:39][c:40]1[cH:41][cH:42][cH:43][cH:44][cH:45]1)[OH:46].